Dataset: the Open Reaction Database (ORD), a public repository of structured organic reaction records. Task: describe an organic reaction: reactants, conditions, products, and yield Starting materials: COC(=O)C=CCOc1ccc(CC(C)NCC(O)c2cccc(C(F)(F)F)c2)cc1, CCO, [H][H]. Yields the product COC(=O)CCCOc1ccc(CC(C)NCC(O)c2cccc(C(F)(F)F)c2)cc1. As a reaction SMILES: [C:1](=[O:2])([O:3][CH3:4])[CH:5]=[CH:6][CH2:7][O:8][c:9]1[cH:10][cH:11][c:12]([CH2:15][CH:16]([CH3:17])[NH:18][CH2:19][CH:20]([c:21]2[cH:22][c:23]([C:27]([F:28])([F:29])[F:30])[cH:24][cH:25][cH:26]2)[OH:31])[cH:13][cH:14]1.[CH3:34][CH2:35][OH:36].[H:32][H:33]>>[C:1](=[O:2])([O:3][CH3:4])[CH2:5][CH2:6][CH2:7][O:8][c:9]1[cH:10][cH:11][c:12]([CH2:15][CH:16]([CH3:17])[NH:18][CH2:19][CH:20]([c:21]2[cH:22][c:23]([C:27]([F:28])([F:29])[F:30])[cH:24][cH:25][cH:26]2)[OH:31])[cH:13][cH:14]1. Starting materials: BrC1=C(OC2=NC=C(C=C21)C=2C=C(C(=O)NC1(CC1)C1=CC=CC=C1)C=CC2)C2=CC=C(C=C2)F (3-(3-bromo-2-(4-fluorophenyl)furo[2,3-b]pyridin-5-yl)-N-(1-phenylcyclopropyl)benzamide), CB1OB(OB(O1)C)C (trimethylboroxine), C(=O)([O-])[O-].[Na+].[Na+] (Na2CO3). The reagents and catalysts are C=1C=CC(=CC1)[P](C=2C=CC=CC2)(C=3C=CC=CC3)[Pd]([P](C=4C=CC=CC4)(C=5C=CC=CC5)C=6C=CC=CC6)([P](C=7C=CC=CC7)(C=8C=CC=CC8)C=9C=CC=CC9)[P](C=1C=CC=CC1)(C=1C=CC=CC1)C=1C=CC=CC1 (Pd(Ph3P)4). The solvent is CN(C)C=O (DMF), O (Water), CCOC(=O)C (EtOAc). Run at time 30 minute. Product: FC1=CC=C(C=C1)C1=C(C=2C(=NC=C(C2)C=2C=C(C(=O)NC3(CC3)C3=CC=CC=C3)C=CC2)O1)C (3-(2-(4-fluorophenyl)-3-methylfuro[2,3-b]pyridin-5-yl)-N-(1-phenylcyclopropyl)benzamide). Yield: 94.3%. Reaction SMILES: Br[C:2]1[C:10]2[C:5](=[N:6][CH:7]=[C:8]([C:11]3[CH:12]=[C:13]([CH:26]=[CH:27][CH:28]=3)[C:14]([NH:16][C:17]3([C:20]4[CH:25]=[CH:24][CH:23]=[CH:22][CH:21]=4)[CH2:19][CH2:18]3)=[O:15])[CH:9]=2)[O:4][C:3]=1[C:29]1[CH:34]=[CH:33][C:32]([F:35])=[CH:31][CH:30]=1.[CH3:36]B1OB(C)OB(C)O1.C([O-])([O-])=O.[Na+].[Na+]>CN(C=O)C.O.CCOC(C)=O.C1C=CC([P]([Pd]([P](C2C=CC=CC=2)(C2C=CC=CC=2)C2C=CC=CC=2)([P](C2C=CC=CC=2)(C2C=CC=CC=2)C2C=CC=CC=2)[P](C2C=CC=CC=2)(C2C=CC=CC=2)C2C=CC=CC=2)(C2C=CC=CC=2)C2C=CC=CC=2)=CC=1>[F:35][C:32]1[CH:31]=[CH:30][C:29]([C:3]2[O:4][C:5]3=[N:6][CH:7]=[C:8]([C:11]4[CH:12]=[C:13]([CH:26]=[CH:27][CH:28]=4)[C:14]([NH:16][C:17]4([C:20]5[CH:25]=[CH:24][CH:23]=[CH:22][CH:21]=5)[CH2:18][CH2:19]4)=[O:15])[CH:9]=[C:10]3[C:2]=2[CH3:36])=[CH:34][CH:33]=1 |f:2.3.4,^1:66,68,87,106|. Reported procedure: Pd(Ph3P)4 (16 mg, 0.014 mmol) was added to a stirring solution of 3-(3-bromo-2-(4-fluorophenyl)furo[2,3-b]pyridin-5-yl)-N-(1-phenylcyclopropyl)benzamide (75 mg, 0.14 mmol), trimethylboroxine (40 μL, 0.28 mmol), and Na2CO3 (45 mg, 0.43 mmol) in DMF (1.3 mL) and Water (0.13 mL) at room temperature. It was subjected to microwave irradiation: 180° C. for 30 min. The mixture was diluted with EtOAc and washed with sat NaHCO3, and sat NaCl. The organic phase was dried over Na2SO4, filtered and concentr... Starting materials: CCCCCCCN=C=O, Nc1ccc(N2CCN(C(=O)c3ccccc3C(F)(F)F)CC2)nn1. Yields the product CCCCCCCNC(=O)Nc1ccc(N2CCN(C(=O)c3ccccc3C(F)(F)F)CC2)nn1. As a reaction SMILES: [CH2:1]([CH2:2][CH2:3][CH2:4][CH2:5][CH2:6][CH3:7])[N:8]=[C:9]=[O:10].[NH2:11][c:12]1[cH:13][cH:14][c:15]([N:18]2[CH2:19][CH2:20][N:21]([C:24](=[O:25])[c:26]3[c:27]([C:32]([F:33])([F:34])[F:35])[cH:28][cH:29][cH:30][cH:31]3)[CH2:22][CH2:23]2)[n:16][n:17]1>>[CH2:1]([CH2:2][CH2:3][CH2:4][CH2:5][CH2:6][CH3:7])[NH:8][C:9](=[O:10])[NH:11][c:12]1[cH:13][cH:14][c:15]([N:18]2[CH2:19][CH2:20][N:21]([C:24](=[O:25])[c:26]3[c:27]([C:32]([F:33])([F:34])[F:35])[cH:28][cH:29][cH:30][cH:31]3)[CH2:22][CH2:23]2)[n:16][n:17]1. Reactants: COC(=O)CCCCCCC(CCCC(COc1cccc(C(F)(F)F)c1)OC(C)=O)(C(=O)OC)S(C)(=O)=O, CS(C)=O, [Cl-], [Na+], O. Product: COC(=O)CCCCCCC(CCCC(COc1cccc(C(F)(F)F)c1)OC(C)=O)S(C)(=O)=O. RXN SMILES: [CH3:1][S:2](=[O:3])(=[O:4])[C:5]([CH2:6][CH2:7][CH2:8][CH2:9][CH2:10][CH2:11][C:12](=[O:13])[O:14][CH3:15])([CH2:16][CH2:17][CH2:18][CH:19]([CH2:20][O:21][c:22]1[cH:23][c:24]([C:28]([F:29])([F:30])[F:31])[cH:25][cH:26][cH:27]1)[O:32][C:33]([CH3:34])=[O:35])[C:36]([O:37][CH3:38])=[O:39].[CH3:42][S:43]([CH3:44])=[O:45].[Cl-:41].[Na+:40].[OH2:46]>>[CH3:1][S:2](=[O:3])(=[O:4])[CH:5]([CH2:6][CH2:7][CH2:8][CH2:9][CH2:10][CH2:11][C:12](=[O:13])[O:14][CH3:15])[CH2:16][CH2:17][CH2:18][CH:19]([CH2:20][O:21][c:22]1[cH:23][c:24]([C:28]([F:29])([F:30])[F:31])[cH:25][cH:26][cH:27]1)[O:32][C:33]([CH3:34])=[O:35]. The reactants are C, CCO, CCOC(=O)CCc1ccc(Oc2ccc([N+](=O)[O-])cc2)cc1, [Pd]. Yields the product CCOC(=O)CCc1ccc(Oc2ccc(N)cc2)cc1. As a reaction SMILES: [C:27].[CH3:24][CH2:25][OH:26].[N+:1]([O-:2])(=[O:3])[c:4]1[cH:5][cH:6][c:7]([O:8][c:9]2[cH:10][cH:11][c:12]([CH2:15][CH2:16][C:17](=[O:18])[O:19][CH2:20][CH3:21])[cH:13][cH:14]2)[cH:22][cH:23]1.[Pd:28]>>[NH2:1][c:4]1[cH:5][cH:6][c:7]([O:8][c:9]2[cH:10][cH:11][c:12]([CH2:15][CH2:16][C:17](=[O:18])[O:19][CH2:20][CH3:21])[cH:13][cH:14]2)[cH:22][cH:23]1. The reactants are COC=1C=C(C=CC1)N(N)CC(=O)OC (methyl [1-(3-methoxyphenyl)hydrazino]acetate), CN=C=O (methyl isocyanate). The solvent is C(C)#N (acetonitrile). Yields the product COC=1C=C(C=CC1)N(NC(=O)NC)CC(=O)OC (Methyl [1-(3-methoxyphenyl)-2-[(methylamino)carbonyl]hydrazino]acetate). Reaction SMILES: [CH3:1][O:2][C:3]1[CH:4]=[C:5]([N:9]([CH2:11][C:12]([O:14][CH3:15])=[O:13])[NH2:10])[CH:6]=[CH:7][CH:8]=1.[CH3:16][N:17]=[C:18]=[O:19]>C(#N)C>[CH3:1][O:2][C:3]1[CH:4]=[C:5]([N:9]([CH2:11][C:12]([O:14][CH3:15])=[O:13])[NH:10][C:18]([NH:17][CH3:16])=[O:19])[CH:6]=[CH:7][CH:8]=1. Reported procedure: A solution of methyl [1-(3-methoxyphenyl)hydrazino]acetate (1.6 g) and methyl isocyanate (0.9 ml) in acetonitrile (20 ml) was heated under reflux for 1 h. The solvent was removed in vacuo and the residue was treated with ether to give the title compound (1.8 g) as a solid, m.p. 145°-146°.